Dataset: the Open Reaction Database (ORD), a public repository of structured organic reaction records. Task: describe an organic reaction: reactants, conditions, products, and yield The reactants are C=CCNCC=C, O=C(Cl)CCCl. Product: C=CCN(CC=C)C(=O)CCCl. As a reaction SMILES: [CH2:7]([CH:8]=[CH2:9])[NH:10][CH2:11][CH:12]=[CH2:13].[Cl:1][CH2:2][CH2:3][C:4](=[O:5])[Cl:6]>>[Cl:1][CH2:2][CH2:3][C:4](=[O:5])[N:10]([CH2:7][CH:8]=[CH2:9])[CH2:11][CH:12]=[CH2:13]. Reactants: C(C#C)N1C(NC(C1=O)(C)C)=O (3-(2-propynyl)-5,5-dimethylhydantoin), C(=O)([O-])[O-].[K+].[K+] (K2CO3), C(C#C)Br (propargyl bromide). The solvent is O (water), C(C)C(=O)C (methyl ethyl ketone). Yields the product C(C#C)N1C(=O)N(C(=O)C1(C)C)CC#C (1,3-di-propargyl-5,5-dimethylhydantoin). Yield: 89.3%. Reaction SMILES: [CH2:1]([N:4]1[C:8](=[O:9])[C:7]([CH3:11])([CH3:10])[NH:6][C:5]1=[O:12])[C:2]#[CH:3].C([O-])([O-])=O.[K+].[K+].[CH2:19](Br)[C:20]#[CH:21]>C(C(C)=O)C.O>[CH2:21]([N:6]1[C:7]([CH3:10])([CH3:11])[C:8](=[O:9])[N:4]([CH2:1][C:2]#[CH:3])[C:5]1=[O:12])[C:20]#[CH:19] |f:1.2.3|. Procedure: To a stirred solution of 3-(2-propynyl)-5,5-dimethylhydantoin (3 g, 18.1 mmole) in methyl ethyl ketone (125 mL) at room temperature was added K2CO3 (2.8 g, 20.3 mmole), followed by propargyl bromide (3 g, 80% in toluene, 20.2 mmole). The reaction mixture was then refluxed for 24 hr. The reaction mixture was cooled to room temperature and was diluted with water and extracted with methylene chloride (3×125 mL). The organic layer was washed with saturated NaCl and dried over MgSO4. Evaporation of t... Reactants: CC(C)(C)[PH+](C(C)(C)C)C(C)(C)C, COC(=O)c1ccc(C)c(Br)c1, O=C(C=Cc1ccccc1)C=Cc1ccccc1, O=C(C=Cc1ccccc1)C=Cc1ccccc1, O=C(C=Cc1ccccc1)C=Cc1ccccc1, [F-], F[B-](F)(F)F, OB(O)c1cccc(C(F)(F)F)c1, [K+], C1COCCO1, [Pd], [Pd]. Product: COC(=O)c1ccc(C)c(-c2cccc(C(F)(F)F)c2)c1. RXN SMILES: [C:21]([PH+:22]([C:23]([CH3:24])([CH3:25])[CH3:26])[C:27]([CH3:28])([CH3:29])[CH3:30])([CH3:31])([CH3:32])[CH3:33].[CH3:34][O:35][C:36]([c:37]1[cH:38][c:39]([Br:44])[c:40]([CH3:43])[cH:41][cH:42]1)=[O:45].[CH:54](=[CH:55][C:56]([CH:57]=[CH:58][c:59]1[cH:60][cH:61][cH:62][cH:63][cH:64]1)=[O:65])[c:66]1[cH:67][cH:68][cH:69][cH:70][cH:71]1.[CH:72](=[CH:73][C:74]([CH:75]=[CH:76][c:77]1[cH:78][cH:79][cH:80][cH:81][cH:82]1)=[O:83])[c:84]1[cH:85][cH:86][cH:87][cH:88][cH:89]1.[CH:90](=[CH:91][C:92]([CH:93]=[CH:94][c:95]1[cH:96][cH:97][cH:98][cH:99][cH:100]1)=[O:101])[c:102]1[cH:103][cH:104][cH:105][cH:106][cH:107]1.[F-:14].[F:16][B-:17]([F:18])([F:19])[F:20].[F:1][C:2]([c:3]1[cH:4][c:5]([B:9]([OH:10])[OH:11])[cH:6][cH:7][cH:8]1)([F:12])[F:13].[K+:15].[O:46]1[CH2:47][CH2:48][O:49][CH2:50][CH2:51]1.[Pd:52].[Pd:53]>>[F:1][C:2]([c:3]1[cH:4][c:5](-[c:39]2[cH:38][c:37]([C:36]([O:35][CH3:34])=[O:45])[cH:42][cH:41][c:40]2[CH3:43])[cH:6][cH:7][cH:8]1)([F:12])[F:13]. Reactants: CC(C)(C)O, [Na+], [Na+], O, O=S([O-])[O-], C=Cc1cccc2cc(C)c(-c3ccccc3)nc12. Yields the product Cc1cc2cccc(C(O)CO)c2nc1-c1ccccc1. Reaction SMILES: [CH3:27][C:28]([OH:29])([CH3:30])[CH3:31].[Na+:24].[Na+:25].[OH2:26].[S:20](=[O:21])([O-:22])[O-:23].[c:1]1(-[c:7]2[n:8][c:9]3[c:10]([CH:18]=[CH2:19])[cH:11][cH:12][cH:13][c:14]3[cH:15][c:16]2[CH3:17])[cH:2][cH:3][cH:4][cH:5][cH:6]1>>[c:1]1(-[c:7]2[n:8][c:9]3[c:10]([CH:18]([CH2:19][OH:26])[OH:21])[cH:11][cH:12][cH:13][c:14]3[cH:15][c:16]2[CH3:17])[cH:2][cH:3][cH:4][cH:5][cH:6]1. The reactants are NCCBr, Br, CCO, Sc1ccc(Cl)cc1, [Na]. Yields the product NCCSc1ccc(Cl)cc1. Reaction SMILES: [Br:3][CH2:4][CH2:5][NH2:6].[BrH:2].[CH3:15][CH2:16][OH:17].[Cl:7][c:8]1[cH:9][cH:10][c:11]([SH:14])[cH:12][cH:13]1.[Na:1]>>[CH2:4]([CH2:5][NH2:6])[S:14][c:11]1[cH:10][cH:9][c:8]([Cl:7])[cH:13][cH:12]1.